From a dataset of the Open Reaction Database (ORD), a public repository of structured organic reaction records. describe an organic reaction: reactants, conditions, products, and yield The reactants are BrC1=CC=C(OCCCBr)C=C1 (3-(4-Bromophenoxy)propyl bromide), OC(CCCC1=CC=CC=C1)C1=CC=C(C=C1)O (4-(1-hydroxy-4-phenylbutyl)phenol), C1(=CC=CC=C1)O (phenol). Yields the product OC(CCCCC)C1=CC=C(C=C1)O (4-(1-Hydroxyhexyl)phenol). Reaction SMILES: BrC1C=CC(OCCCBr)=CC=1.[OH:13][CH:14]([C:24]1[CH:29]=[CH:28][C:27]([OH:30])=[CH:26][CH:25]=1)[CH2:15][CH2:16][CH2:17][C:18]1C=CC=C[CH:19]=1.C1(O)C=CC=CC=1>>[OH:13][CH:14]([C:24]1[CH:25]=[CH:26][C:27]([OH:30])=[CH:28][CH:29]=1)[CH2:15][CH2:16][CH2:17][CH2:18][CH3:19]. Procedure details: Following the procedure of Step 2 Example 1, but substituting 3-(4-acetyl-3-hydroxy-2-propylphenoxy)propyl bromide for 3-(4-bromophenoxy)propyl bromide (from Step 2, Example 7) and substituting 4-(1-hydroxy-4-phenylbutyl)phenol for the phenol of Step 1, the title compound was prepared. Reactants: C([O-])([O-])=O.[K+].[K+] (Potassium carbonate), C[Si](C)(C)C#CC1=CC=C(C=C1)C1(CC1)N (1-{4-[(trimethylsilyl)ethynyl]phenyl}cyclopropylamine). The solvent is CO (methanol). Run at time 1 hour. The product is C(#C)C1=CC=C(C=C1)C1(CC1)N (1-(4-ethynylphenyl)cyclopropylamine). The yield is 74.9%. Reaction SMILES: C(=O)([O-])[O-].[K+].[K+].C[Si]([C:11]#[C:12][C:13]1[CH:18]=[CH:17][C:16]([C:19]2([NH2:22])[CH2:21][CH2:20]2)=[CH:15][CH:14]=1)(C)C>CO>[C:12]([C:13]1[CH:18]=[CH:17][C:16]([C:19]2([NH2:22])[CH2:20][CH2:21]2)=[CH:15][CH:14]=1)#[CH:11] |f:0.1.2|. Reported procedure: Potassium carbonate (0.33 g) was added to a methanol (10 mL) solution of 1-{4-[(trimethylsilyl)ethynyl]phenyl}cyclopropylamine (0.37 g) as obtained in Example 21-(2), and the mixture was stirred for 1 hour at room temperature. After the potassium carbonate was filtered out and washed with chloroform, the solvent was distilled off under reduced pressure. The resulting residue was purified by OH type silica gel chromatography (gradient elution with hexane/AcOEt=70/30→30/70) to obtain 1-(4-ethynylp...